describe an organic reaction: reactants, conditions, products, and yield From a dataset of the Open Reaction Database (ORD), a public repository of structured organic reaction records. Reactants: FC1=CC=C(C=C1)C=1C(=NC(=NC1C1=CC=C(C=C1)S(=O)(=O)C)C(F)(F)F)N1CCC(CC1)C(=O)O (1-{5-(4-fluorophenyl)-6-[4-(methylsulfonyl)phenyl]-2-(trifluoromethyl)pyrimidin-4-yl}piperidine-4-carboxylic acid), o-methyl hydroxylamine hydrochloride, Cl.CN(CCCN=C=NCC)C (1-(3-dimethylaminopropyl)-3-ethylcarbodiimide hydrochloride), ON1N=NC2=C1C=CC=C2 (1-hydroxybenzotriazole), C(C)(C)N(CC)C(C)C (diisopropylethylamine). Solvent: ClCCl (dichloromethane). Run at time 2 hour. The product is CONC(=O)C1CCN(CC1)C1=NC(=NC(=C1C1=CC=C(C=C1)F)C1=CC=C(C=C1)S(=O)(=O)C)C(F)(F)F (4-[4-(methoxyaminocarbonyl)piperidin-1-yl}-5-(4-fluoro phenyl)-6-[4-(methylsulfonyl)phenyl]-2-(trifluoromethyl)pyrimidine). As a reaction SMILES: [F:1][C:2]1[CH:7]=[CH:6][C:5]([C:8]2[C:9]([N:28]3[CH2:33][CH2:32][CH:31]([C:34]([OH:36])=O)[CH2:30][CH2:29]3)=[N:10][C:11]([C:24]([F:27])([F:26])[F:25])=[N:12][C:13]=2[C:14]2[CH:19]=[CH:18][C:17]([S:20]([CH3:23])(=[O:22])=[O:21])=[CH:16][CH:15]=2)=[CH:4][CH:3]=1.Cl.CN(C)CCCN=C=NCC.[OH:49][N:50]1C2C=CC=CC=2N=N1.[CH:59](N(C(C)C)CC)(C)C>ClCCl>[CH3:59][O:49][NH:50][C:34]([CH:31]1[CH2:32][CH2:33][N:28]([C:9]2[C:8]([C:5]3[CH:4]=[CH:3][C:2]([F:1])=[CH:7][CH:6]=3)=[C:13]([C:14]3[CH:19]=[CH:18][C:17]([S:20]([CH3:23])(=[O:22])=[O:21])=[CH:16][CH:15]=3)[N:12]=[C:11]([C:24]([F:25])([F:27])[F:26])[N:10]=2)[CH2:29][CH2:30]1)=[O:36] |f:1.2|. Reported procedure: A solution of 1-{5-(4-fluorophenyl)-6-[4-(methylsulfonyl)phenyl]-2-(trifluoromethyl)pyrimidin-4-yl}piperidine-4-carboxylic acid (0.15 g, 0.30 mmol) in dichloromethane (5 ml) was treated with o-methyl hydroxylamine hydrochloride (0.028 g, 0.30 mmol), 1-(3-dimethylaminopropyl)-3-ethylcarbodiimide hydrochloride (0.127 g, 0.663 mmol), 1-hydroxybenzotriazole (0.008 g, 0.066 mmol) and diisopropylethylamine (0.042, 0.33 mmol). After 2 hours of stirring the reaction mixture was poured onto ice-cold wate...